This data is from the Open Reaction Database (ORD), a public repository of structured organic reaction records. The task is: describe an organic reaction: reactants, conditions, products, and yield Starting materials: CC([C@@H](C(=O)NC)NC(=O)C=1N=C(N2C1CN(CCC2)C(=O)OC(C)(C)C)C2=CC=CC=C2)(C)C ((S)-tert-butyl 1-(3,3-dimethyl-1-(methylamino)-1-oxobutan-2-ylcarbamoyl)-3-phenyl-6,7-dihydro-5H-imidazo[1,5-a][1,4]diazepine-8(9H)-carboxylate). The solvent is C(Cl)Cl (DCM), C(=O)(C(F)(F)F)O (TFA). Product: CC([C@@H](C(=O)NC)NC(=O)C=1N=C(N2C1CNCCC2)C2=CC=CC=C2)(C)C ((S)-N-(3,3-dimethyl-1-(methylamino)-1-oxobutan-2-yl)-3-phenyl-6,7,8,9-tetrahydro-5H-imidazo[1,5-a][1,4]diazepine-1-carboxamide). The yield is 99.8%. As a reaction SMILES: [CH3:1][C:2]([CH3:35])([CH3:34])[C@H:3]([NH:8][C:9]([C:11]1[N:12]=[C:13]([C:28]2[CH:33]=[CH:32][CH:31]=[CH:30][CH:29]=2)[N:14]2[CH2:20][CH2:19][CH2:18][N:17](C(OC(C)(C)C)=O)[CH2:16][C:15]=12)=[O:10])[C:4]([NH:6][CH3:7])=[O:5]>C(Cl)Cl.C(O)(C(F)(F)F)=O>[CH3:1][C:2]([CH3:35])([CH3:34])[C@H:3]([NH:8][C:9]([C:11]1[N:12]=[C:13]([C:28]2[CH:29]=[CH:30][CH:31]=[CH:32][CH:33]=2)[N:14]2[CH2:20][CH2:19][CH2:18][NH:17][CH2:16][C:15]=12)=[O:10])[C:4]([NH:6][CH3:7])=[O:5]. Procedure: A solution of Compound 312 (0.48 g) in DCM (5 mL) and TFA (5 mL) was stirred at room temperature for thirty minutes. The solvents were removed by evaporation under reduced pressure and the residue was extracted between saturated aqueous NaHCO3 and EtOAc. The aqueous phase was saturated with sodium chloride and extracted with EtOAc. The combined organic extracts were dried over anhydrous Na2SO4, filtered and evaporated to dryness under reduced pressure to give Compound 314 (0.38 g).